From a dataset of the Open Reaction Database (ORD), a public repository of structured organic reaction records. describe an organic reaction: reactants, conditions, products, and yield Reactants: N1N=CC2=C(C=CC=C12)NC(=O)NCC1=C(C=C(C=C1)C(F)(F)F)C(C)C (1-(1H-indazol-4-yl)-3-(2-isopropyl-4-(trifluoromethyl)benzyl)urea), [H-].[Na+] (NaH), S(=O)(=O)(OC)OC (Dimethyl sulfate). Run in C(C)(=O)OCC (ethyl acetate), CN(C)C=O (DMF). Conditions: time 90 minute. Product: C(C)(C)C1=C(CNC(=O)NC2=C3C=NN(C3=CC=C2)C)C=CC(=C1)C(F)(F)F (1-(2-isopropyl-4-(trifluoromethyl)benzyl)-3-(1-methyl-1H-indazol-4-yl)urea). As a reaction SMILES: [NH:1]1[C:9]2[C:4](=[C:5]([NH:10][C:11]([NH:13][CH2:14][C:15]3[CH:20]=[CH:19][C:18]([C:21]([F:24])([F:23])[F:22])=[CH:17][C:16]=3[CH:25]([CH3:27])[CH3:26])=[O:12])[CH:6]=[CH:7][CH:8]=2)[CH:3]=[N:2]1.[H-].[Na+].S(OC)(O[CH3:34])(=O)=O>CN(C=O)C.C(OCC)(=O)C>[CH:25]([C:16]1[CH:17]=[C:18]([C:21]([F:23])([F:22])[F:24])[CH:19]=[CH:20][C:15]=1[CH2:14][NH:13][C:11]([NH:10][C:5]1[CH:6]=[CH:7][CH:8]=[C:9]2[C:4]=1[CH:3]=[N:2][N:1]2[CH3:34])=[O:12])([CH3:27])[CH3:26] |f:1.2|. Procedure details: To a solution of Example 4C (0.468 g, 2.2 mmol) in DMF (6 mL) was added NaH (0.104 g, 2.6 mmol) and the mixture was stirred for 90 minutes. Dimethyl sulfate (Me2SO4, 0.22 mL, 2.3 mmol) was added, and the mixture was stirred for 2 hours. The mixture was diluted with ethyl acetate (1200 mL), washed sequentially with H2O (400 mL) and brine (400 mL), dried (Na2SO4), filtered, concentrated under reduced pressure, and purified by chromatography (75% diethyl ether/Hexanes to 100% diethyl ether) to prov... The reactants are C(O)([O-])=O.[Na+] (Sodium hydrogencarbonate), COC1=CC=C2C(=CC(=NC2=C1)C1=CC=CC=C1)O[C@@H]1C[C@H](NC1)C(=O)N[C@]1([C@@H](C1)C=C)C(=O)O ((1R,2S)-1-{[(2S,4R)-4-(7-Methoxy-2-phenyl-quinolin-4-yloxy)-pyrrolidine-2-carbonyl]-amino}-2-vinyl-cyclopropanecarboxylic acid), O1CCCC1 (tetrahydrofuran), C(O)([O-])=O.[Na+] (sodium hydrogencarbonate), C(=O)(Cl)Cl (phosgene), C(C)(C)(C)OC(=O)NNCCCCCC=C (N′-hept-6-enyl-hydrazinecarboxylic acid tert-butyl ester). Run at time 30 minute. The product is C(C)OC(=O)C1(C(C1)C=C)NC(=O)C1N(CC(C1)OC1=CC(=NC2=CC(=CC=C12)OC)C1=CC=CC=C1)C(=O)N(NC(=O)OC(C)(C)C)CCCCCC=C (1-{[1-(N′-tert-Butoxycarbonyl-N-hept-6-enyl-hydrazinocarbonyl)-4-(7-methoxy-2-phenyl-quinolin-4-yloxy)-pyrrolidine-2-carbonyl]-amino}-2-vinyl-cyclopropanecarboxylic acid ethyl ester). Isolated yield 79.0%. As a reaction SMILES: [CH3:1][O:2][C:3]1[CH:12]=[C:11]2[C:6]([C:7]([O:19][C@H:20]3[CH2:24][NH:23][C@H:22]([C:25]([NH:27][C@:28]4([C:33]([OH:35])=[O:34])[CH2:30][C@H:29]4[CH:31]=[CH2:32])=[O:26])[CH2:21]3)=[CH:8][C:9]([C:13]3[CH:18]=[CH:17][CH:16]=[CH:15][CH:14]=3)=[N:10]2)=[CH:5][CH:4]=1.[C:36](=[O:39])([O-])O.[Na+].C(Cl)(Cl)=O.[C:45]([O:49][C:50]([NH:52][NH:53][CH2:54][CH2:55][CH2:56][CH2:57][CH2:58][CH:59]=[CH2:60])=[O:51])([CH3:48])([CH3:47])[CH3:46].O1CC[CH2:63][CH2:62]1>>[CH2:62]([O:34][C:33]([C:28]1([NH:27][C:25]([CH:22]2[CH2:21][CH:20]([O:19][C:7]3[C:6]4[C:11](=[CH:12][C:3]([O:2][CH3:1])=[CH:4][CH:5]=4)[N:10]=[C:9]([C:13]4[CH:14]=[CH:15][CH:16]=[CH:17][CH:18]=4)[CH:8]=3)[CH2:24][N:23]2[C:36]([N:53]([CH2:54][CH2:55][CH2:56][CH2:57][CH2:58][CH:59]=[CH2:60])[NH:52][C:50]([O:49][C:45]([CH3:48])([CH3:47])[CH3:46])=[O:51])=[O:39])=[O:26])[CH2:30][CH:29]1[CH:31]=[CH2:32])=[O:35])[CH3:63] |f:1.2|. Procedure details: Compound 15 (200 mg, 0.4 mmol) was dissolved in tetrahydrofuran (10 ml). A tea-spoon of sodium hydrogencarbonate was added, followed by phosgene (1.8 μl, 1.9 M in toluene). The reaction mixture was stirred for 30 min and filtrated. The solvent was evaporated and the crude chloride was re-dissolved in dichloromethane (10 ml). Sodium hydrogencarbonate (1 tea-spoon) and N′-hept-6-enyl-hydrazinecarboxylic acid tert-butyl ester (182 mg, 0.8 mmol). The reaction mixture was stirred at room temp. for 40... Starting materials: CS(=O)(=O)Cl (Methanesulfonyl Chloride), NC=1C=C2C=3C(=C(NC3C1)C1=CC=CC=C1)C=NNC2=O (8-Amino-2-phenyl-1,5-dihydro-[1,2]diazepino[4,5,6-cd]indol-6-one). The solvent is C(Cl)Cl (CH2Cl2), N1=CC=CC=C1 (pyridine). Conditions: temperature 22 celsius, time 24 hour. The product is O=C1NN=CC2=C(NC=3C=C(C=C1C23)NS(=O)(=O)C)C2=CC=CC=C2 (N-(6-Oxo-2-phenyl-5,6-dihydro-1H-[1,2]diazepino[4,5,6-cd]indol-8-yl)-methanesulfonamide). Isolated yield 26.7%. As a reaction SMILES: [CH3:1][S:2](Cl)(=[O:4])=[O:3].[NH2:6][C:7]1[CH:8]=[C:9]2[C:25](=[O:26])[NH:24][N:23]=[CH:22][C:11]3=[C:12]([C:16]4[CH:21]=[CH:20][CH:19]=[CH:18][CH:17]=4)[NH:13][C:14]([CH:15]=1)=[C:10]23>C(Cl)Cl.N1C=CC=CC=1>[O:26]=[C:25]1[C:9]2[C:10]3[C:11](=[C:12]([C:16]4[CH:21]=[CH:20][CH:19]=[CH:18][CH:17]=4)[NH:13][C:14]=3[CH:15]=[C:7]([NH:6][S:2]([CH3:1])(=[O:4])=[O:3])[CH:8]=2)[CH:22]=[N:23][NH:24]1. Procedure: Methanesulfonyl Chloride (1.5 eq, 0.003 g) was added to a solution of the title compound of Example 7 (0.005 g, 0.018 mmol) in CH2Cl2 (0.045 M, 0.4 mL) and pyridine (0.045 M, 0.4 mL). The mixture stirred at 22° C. for 24 hours and concentrated under reduced pressure. Silica gel chromatography (triethylamine/methanol/CH2Cl2; 1:5:94) afforded the title compound (1.7 mg) in 30% yield.